From a dataset of the Open Reaction Database (ORD), a public repository of structured organic reaction records. describe an organic reaction: reactants, conditions, products, and yield The reactants are O1CCC2=C1C=CC=C2CCOS(=O)(=O)C (methanesulfonic acid 2-(2,3-dihydrobenzofuran-4-yl)-ethyl ester), [C-]#N.[Na+] (sodium cyanide). The solvent is O (water), CS(=O)C (dimethylsulfoxide). Yields the product O1CCC2=C1C=CC=C2CCC#N (3-(2,3-Dihydrobenzofuran-4-yl)-propanonitrile). Isolated yield 99.8%. RXN SMILES: [O:1]1[C:5]2[CH:6]=[CH:7][CH:8]=[C:9]([CH2:10][CH2:11]OS(C)(=O)=O)[C:4]=2[CH2:3][CH2:2]1.[C-:17]#[N:18].[Na+]>CS(C)=O.O>[O:1]1[C:5]2[CH:6]=[CH:7][CH:8]=[C:9]([CH2:10][CH2:11][C:17]#[N:18])[C:4]=2[CH2:3][CH2:2]1 |f:1.2|. Reported procedure: A solution of methanesulfonic acid 2-(2,3-dihydrobenzofuran-4-yl)-ethyl ester (1.71 g) in dimethylsulfoxide (14 ml) was treated with sodium cyanide (381 mg) and heated at 80° for 1 h. The suspension was cooled to 20°, diluted with water (14 ml) and extracted with ethyl acetate (2×17 ml). The combined extracts were washed with 5% aqueous sodium chloride (17 ml), dried (Na2SO4) and the solvent evaporated to give the title compound (1.22 g) as a brown oil which crystallised on standing. The reactants are C(C)OC(=O)C1=CSC=2N(C(N(C(C21)=O)C)=O)C(C)C (1,2,3,4-tetrahydro-3-methyl-1-(1-methylethyl)-2,4-dioxothieno[2,3-d]pyrimidine-5-carboxylic acid ethyl ester), C1(=CC=CC=C1)N1N=CC(=C1)C=O (1-phenyl-1H-pyrazole-4-carboxaldehyde), CN1C(N(CCC1)C)=O (1,3-dimethyl-3,4,5,6-tetrahydro-2(1H)-pyrimidinone), solution, [Li+].CC(C)[N-]C(C)C (LDA). Solvent: C(C)(=O)O (acetic acid), O (water), C1CCOC1 (THF). Conditions: time 3 hour. The product is C(C)OC(=O)C1=C(SC=2N(C(N(C(C21)=O)C)=O)C(C)C)C(C=2C=NN(C2)C2=CC=CC=C2)O (1,2,3,4-Tetrahydro-6-[hydroxy(1-phenyl-1H-pyrazol-4-yl)methyl]-3-methyl-1-(1-methylethyl)-2,4-dioxo-thieno[2,3-d]pyrimidine-5-carboxylic acid ethyl ester). Yield: 73.4%. Reaction SMILES: [CH2:1]([O:3][C:4]([C:6]1[C:14]2[C:13](=[O:15])[N:12]([CH3:16])[C:11](=[O:17])[N:10]([CH:18]([CH3:20])[CH3:19])[C:9]=2[S:8][CH:7]=1)=[O:5])[CH3:2].[C:21]1([N:27]2[CH:31]=[C:30]([CH:32]=[O:33])[CH:29]=[N:28]2)[CH:26]=[CH:25][CH:24]=[CH:23][CH:22]=1.CN1CCCN(C)C1=O.[Li+].CC([N-]C(C)C)C>C1COCC1.O.C(O)(=O)C>[CH2:1]([O:3][C:4]([C:6]1[C:14]2[C:13](=[O:15])[N:12]([CH3:16])[C:11](=[O:17])[N:10]([CH:18]([CH3:19])[CH3:20])[C:9]=2[S:8][C:7]=1[CH:32]([OH:33])[C:30]1[CH:29]=[N:28][N:27]([C:21]2[CH:26]=[CH:25][CH:24]=[CH:23][CH:22]=2)[CH:31]=1)=[O:5])[CH3:2] |f:3.4|. Reported procedure: To a solution of 1,2,3,4-tetrahydro-3-methyl-1-(1-methylethyl)-2,4-dioxothieno[2,3-d]pyrimidine-5-carboxylic acid ethyl ester (2.0 g), 1-phenyl-1H-pyrazole-4-carboxaldehyde (1.39 g) and 1,3-dimethyl-3,4,5,6-tetrahydro-2(1H)-pyrimidinone (1.63 ml) in anhydrous THF (35 ml) was added a 2.0M solution of LDA (3.72 ml) at −78° C. under nitrogen and the resulting mixture stirred for 3 hr. Glacial acetic acid (1.5 ml) was added, the mixture allowed to warm to room temperature, diluted with water and ext... Starting materials: C(=O)(O)[O-].[Na+] (NaHCO3), C1OC=2C=C(C=CC2O1)C(C(=O)OC)C (methyl 2-(3,4-methylenedioxyphenyl)propionate), [N+](=O)([O-])C1=CC=C(C(=O)O)C=C1 (4-nitrobenzoic acid), O=P12OP3(=O)OP(=O)(O1)OP(=O)(O2)O3 (P2O5). Solvent: O (Water), ClCCCl (1,2-dichloroethane). The product is [N+](=O)([O-])C1=CC=C(C(=O)C2=C(C=C3C(=C2)OCO3)C(C(=O)OC)C)C=C1 (Methyl 2-(2-(4-nitrobenzoyl)-4,5-methylenedioxyphenyl)propionate). Isolated yield 12.3%. As a reaction SMILES: [CH2:1]1[O:9][C:8]2[CH:7]=[CH:6][C:5]([CH:10]([CH3:15])[C:11]([O:13][CH3:14])=[O:12])=[CH:4][C:3]=2[O:2]1.[N+:16]([C:19]1[CH:27]=[CH:26][C:22]([C:23](O)=[O:24])=[CH:21][CH:20]=1)([O-:18])=[O:17].O=P12OP3(OP(OP(O3)(O1)=O)(=O)O2)=O.C([O-])(O)=O.[Na+]>O.ClCCCl>[N+:16]([C:19]1[CH:20]=[CH:21][C:22]([C:23]([C:6]2[CH:7]=[C:8]3[O:9][CH2:1][O:2][C:3]3=[CH:4][C:5]=2[CH:10]([CH3:15])[C:11]([O:13][CH3:14])=[O:12])=[O:24])=[CH:26][CH:27]=1)([O-:18])=[O:17] |f:3.4|. Procedure: To a mixture of methyl 2-(3,4-methylenedioxyphenyl)propionate (1.0 g, 4.8 mmol), 4-nitrobenzoic acid (1.6 g, 9.6 mmol) and 1,2-dichloroethane (35 mL) was added P2O5 (4 g) and the mixture obtained was heated to reflux for 12 h. Water was added to the reaction mixture and it was neutralized to pH=7-8 by NaHCO3 solution. It was extracted with EtOAc and washed with brine. The product (211 mg, 12.3%) was obtained by a chromatographic purification (EtOAc:Hex=1:4). 1H NMR (CDCl3) 8.31 (d, J=8.7, 2H), 7... Reactants: BrCc1ccccc1, CC#N, [K+], [K+], O=C([O-])[O-], N#Cc1cc(O)cc(O)c1. Product: N#Cc1cc(O)cc(OCc2ccccc2)c1. Reaction SMILES: [Br:17][CH2:18][c:19]1[cH:20][cH:21][cH:22][cH:23][cH:24]1.[CH3:25][C:26]#[N:27].[K+:11].[K+:12].[O-:13][C:14]([O-:15])=[O:16].[OH:1][c:2]1[cH:3][c:4]([C:5]#[N:6])[cH:7][c:8]([OH:10])[cH:9]1>>[O:1]([c:2]1[cH:3][c:4]([C:5]#[N:6])[cH:7][c:8]([OH:10])[cH:9]1)[CH2:18][c:19]1[cH:20][cH:21][cH:22][cH:23][cH:24]1.